The task is: describe an organic reaction: reactants, conditions, products, and yield. This data is from the Open Reaction Database (ORD), a public repository of structured organic reaction records. The reactants are COC(=O)C1OC(C)(C)N(C(=O)OC(C)(C)C)C1C(=O)OC(C)c1ccc(OC)cc1, CCO, [Li+], [OH-], O, O. Yields the product COc1ccc(C(C)OC(=O)C2C(C(=O)O)OC(C)(C)N2C(=O)OC(C)(C)C)cc1. As a reaction SMILES: [C:1]([CH3:2])([CH3:3])([CH3:4])[O:5][C:6](=[O:7])[N:8]1[C:9]([CH3:30])([CH3:31])[O:10][CH:11]([C:26](=[O:27])[O:28][CH3:29])[CH:12]1[C:13](=[O:14])[O:15][CH:16]([c:17]1[cH:18][cH:19][c:20]([O:23][CH3:24])[cH:21][cH:22]1)[CH3:25].[CH3:35][CH2:36][OH:37].[Li+:34].[OH-:33].[OH2:32].[OH2:38]>>[C:1]([CH3:2])([CH3:3])([CH3:4])[O:5][C:6](=[O:7])[N:8]1[C:9]([CH3:30])([CH3:31])[O:10][CH:11]([C:26](=[O:27])[OH:28])[CH:12]1[C:13](=[O:14])[O:15][CH:16]([c:17]1[cH:18][cH:19][c:20]([O:23][CH3:24])[cH:21][cH:22]1)[CH3:25]. Starting materials: ClC1=C(C=O)C=CC(=C1Cl)O (2,3-dichloro-4-hydroxybenzaldehyde), C(CCC)[Li] (n-butyl lithium), C(C)OCN1N=CC=C1 (1-ethoxymethylpyrazole), [Cl-].[NH4+] (ammonium chloride). Solvent: CN(P(N(C)C)(N(C)C)=O)C (hexamethylphosphoric triamide), O1CCCC1 (tetrahydrofuran), CCCCCC (hexane), O1CCCC1 (tetrahydrofuran). Run at time 1 hour. Product: C(C)OCN1N=CC=C1C(C1=C(C(=C(C=C1)O)Cl)Cl)O (α-(1-ethoxymethyl-5-pyrazolyl)-2,3-dichloro-4-hydroxybenzylalcohol). The yield is 66.1%. As a reaction SMILES: C([Li])CCC.[CH2:6]([O:8][CH2:9][N:10]1[CH:14]=[CH:13][CH:12]=[N:11]1)[CH3:7].[Cl:15][C:16]1[C:23]([Cl:24])=[C:22]([OH:25])[CH:21]=[CH:20][C:17]=1[CH:18]=[O:19].[Cl-].[NH4+]>CCCCCC.O1CCCC1.CN(C)P(=O)(N(C)C)N(C)C>[CH2:6]([O:8][CH2:9][N:10]1[C:14]([CH:18]([OH:19])[C:17]2[CH:20]=[CH:21][C:22]([OH:25])=[C:23]([Cl:24])[C:16]=2[Cl:15])=[CH:13][CH:12]=[N:11]1)[CH3:7] |f:3.4|. Procedure: 18.1 ml of 1.6M n-butyl lithium in hexane are added to a tetrahydrofuran solution of 3.56 g of 1-ethoxymethylpyrazole at -55° to -53° C. under argon gas atmosphere and the mixture is stirred at the same temperature for 1 hour. A solution of 2.45 g of 2,3-dichloro-4-hydroxybenzaldehyde in tetrahydrofuran is added to the above mixture, and the reaction mixture is stirred at -55° to -60° C. for 3 hours. 4.9 ml of hexamethylphosphoric triamide are then added and the whole mixture is stirred at room ... Reactants: methyl iodide(600 μl), CC1=NS(N(C2=C1C=CC=C2)CC=C)(=O)=O (4-Methyl-1-(prop-2-en-1-yl)-1H-2,1,3-benzothiadiazine-2,2-dioxide), C(C)O (ethanol), [BH4-].[Na+] (sodium borohydride), [H-].[Na+] (sodium hydride), O (water). The solvent is CN(C=O)C (dimethylformamide). Run at time 15 minute. The product is CN1S(N(C2=C(C1C)C=CC=C2)CC=C)(=O)=O (3,4-dihydro-3,4-dimethyl-1-(prop-2-en-1-yl)-1H-2,1,3-benzothiadiazine-2,2-dioxide). RXN SMILES: [CH3:1][C:2]1[C:7]2[CH:8]=[CH:9][CH:10]=[CH:11][C:6]=2[N:5]([CH2:12][CH:13]=[CH2:14])[S:4](=[O:16])(=[O:15])[N:3]=1.[BH4-].[Na+].[H-].[Na+].O.[CH2:22](O)C>CN(C)C=O>[CH3:22][N:3]1[CH:2]([CH3:1])[C:7]2[CH:8]=[CH:9][CH:10]=[CH:11][C:6]=2[N:5]([CH2:12][CH:13]=[CH2:14])[S:4]1(=[O:16])=[O:15] |f:1.2,3.4|. Reported procedure: 4-Methyl-1-(prop-2-en-1-yl)-1H-2,1,3-benzothiadiazine-2,2-dioxide(2 g) was dissolved in ethanol(50 ml) and treated with sodium borohydride (350 mg) at room temperature. After 15 minutes, the solvent was removed in vacuo and water added(200 ml). The product was extracted with chloroform(3×100 ml), dried, filtered and evaporated in vacuo to give a solid. This was dissolved in dry dimethylformamide (35 ml) and treated with sodium hydride (350 mg) at room temperature for 30 minutes followed by methy... Procedure details: According to the general method of Example 50, 1-(4-aminobutyl)-2-(2-methoxyethyl)-1H-imidazo[4,5-c]quinolin-4-amine and indole-3-carboxylic acid were combined to provide N3-{4-[4-amino-2-(2-methoxyethyl)-1H-imidazo[4,5-c]quinolin-1-yl]butyl}-3-indolecarboxamide as a white powder, m.p. 225.5-227.4° C. 1H NMR (300 MHz, DMSO-d6) δ 11.50 (broad s, 1H), 8.13 (d, J=7.9 Hz, 1H), 8.06 (d, J=10.2 Hz, 1H), 7.95-7.89 (m, 2H), 7.61 (d, J=8.3 Hz, 1H), 7.43-7.35 (m, 2H), 7.20-7.05 (m, 3H), 6.48 (broad s, 2H)... Reactants: NCCCCN1C(=NC=2C(=NC=3C=CC=CC3C21)N)CCOC (1-(4-aminobutyl)-2-(2-methoxyethyl)-1H-imidazo[4,5-c]quinolin-4-amine), N1C=C(C2=CC=CC=C12)C(=O)O (indole-3-carboxylic acid). Reaction SMILES: [NH2:1][CH2:2][CH2:3][CH2:4][CH2:5][N:6]1[C:18]2[C:17]3[CH:16]=[CH:15][CH:14]=[CH:13][C:12]=3[N:11]=[C:10]([NH2:19])[C:9]=2[N:8]=[C:7]1[CH2:20][CH2:21][O:22][CH3:23].[NH:24]1[C:32]2[C:27](=[CH:28][CH:29]=[CH:30][CH:31]=2)[C:26]([C:33](O)=[O:34])=[CH:25]1>>[NH2:19][C:10]1[C:9]2[N:8]=[C:7]([CH2:20][CH2:21][O:22][CH3:23])[N:6]([CH2:5][CH2:4][CH2:3][CH2:2][NH:1][C:33]([C:26]3[C:27]4[C:32](=[CH:31][CH:30]=[CH:29][CH:28]=4)[NH:24][CH:25]=3)=[O:34])[C:18]=2[C:17]2[CH:16]=[CH:15][CH:14]=[CH:13][C:12]=2[N:11]=1. Yields the product NC1=NC=2C=CC=CC2C2=C1N=C(N2CCCCNC(=O)C2=CNC1=CC=CC=C21)CCOC (N3-{4-[4-amino-2-(2-methoxyethyl)-1H-imidazo[4,5-c]quinolin-1-yl]butyl}-3-indolecarboxamide). Starting materials: C(C=C)ON1C(C2=CC=C(C=3C2=C(C1=O)C=C(C3)C)N3CCCC3)=O (2-allyloxy-5-methyl-7-(pyrrolidin-1-yl)-benzo[de]isoquinoline-1,3-dione). The reagents and catalysts are C=1C=CC(=CC1)[P](C=2C=CC=CC2)(C=3C=CC=CC3)[Pd]([P](C=4C=CC=CC4)(C=5C=CC=CC5)C=6C=CC=CC6)([P](C=7C=CC=CC7)(C=8C=CC=CC8)C=9C=CC=CC9)[P](C=1C=CC=CC1)(C=1C=CC=CC1)C=1C=CC=CC1 (Pd(PPh3)4). Solvent: C(Cl)Cl (CH2Cl2). Yields the product ON1C(C2=CC=C(C=3C2=C(C1=O)C=C(C3)C)N3CCCC3)=O (2-Hydroxy-5-methyl-7-(pyrrolidin-1-yl)-benzo[de]isoquinoline-1,3-dione). The yield is 65.6%. Reaction SMILES: C([O:4][N:5]1[C:14](=[O:15])[C:13]2[CH:16]=[C:17]([CH3:19])[CH:18]=[C:11]3[C:12]=2[C:7](=[CH:8][CH:9]=[C:10]3[N:20]2[CH2:24][CH2:23][CH2:22][CH2:21]2)[C:6]1=[O:25])C=C>C(Cl)Cl.C1C=CC([P]([Pd]([P](C2C=CC=CC=2)(C2C=CC=CC=2)C2C=CC=CC=2)([P](C2C=CC=CC=2)(C2C=CC=CC=2)C2C=CC=CC=2)[P](C2C=CC=CC=2)(C2C=CC=CC=2)C2C=CC=CC=2)(C2C=CC=CC=2)C2C=CC=CC=2)=CC=1>[OH:4][N:5]1[C:14](=[O:15])[C:13]2[CH:16]=[C:17]([CH3:19])[CH:18]=[C:11]3[C:12]=2[C:7](=[CH:8][CH:9]=[C:10]3[N:20]2[CH2:24][CH2:23][CH2:22][CH2:21]2)[C:6]1=[O:25] |^1:32,34,53,72|. Procedure: Following the procedure of Example 59, 2-allyloxy-5-methyl-7-(pyrrolidin-1-yl)-benzo[de]isoquinoline-1,3-dione (0.55 g, 1.8 mmol, from Example J2), phenylsiliane (0.29 g, 2.6 mmol), Pd(PPh3)4 (0.81 g, 0.070 mmol) in CH2Cl2 (40 mL) were reacted to give 0.35 g of the title compound, mp 236-237° C. Starting materials: O (water), CC1(C(N(C(N1)=O)C(=O)C1=CC=CC2=CC=CC=C12)=O)C (5,5-Dimethyl-3-naphthylcarbonylimidazolidine-2,4-dione), C([O-])([O-])=O.[K+].[K+] (Potassium carbonate), BrCC(=O)OC(C)(C)C (tert-butyl bromoacetate). Solvent: C(C)(=O)OCC (ethyl acetate), CN(C)C=O (DMF). Conditions: time 8 hour. Product: CC1(C(N(C(N1CC(=O)OC(C)(C)C)=O)C(=O)C1=CC=CC2=CC=CC=C12)=O)C (Tert-butyl (5,5-dimethyl-3-naphthylcarbonyl-2,4-dioxoimidazolidinyl)acetate). Yield: 70.6%. As a reaction SMILES: [CH3:1][C:2]1([CH3:21])[NH:6][C:5](=[O:7])[N:4]([C:8]([C:10]2[C:19]3[C:14](=[CH:15][CH:16]=[CH:17][CH:18]=3)[CH:13]=[CH:12][CH:11]=2)=[O:9])[C:3]1=[O:20].Br[CH2:23][C:24]([O:26][C:27]([CH3:30])([CH3:29])[CH3:28])=[O:25].C(=O)([O-])[O-].[K+].[K+].O>CN(C=O)C.C(OCC)(=O)C>[CH3:1][C:2]1([CH3:21])[N:6]([CH2:23][C:24]([O:26][C:27]([CH3:30])([CH3:29])[CH3:28])=[O:25])[C:5](=[O:7])[N:4]([C:8]([C:10]2[C:19]3[C:14](=[CH:15][CH:16]=[CH:17][CH:18]=3)[CH:13]=[CH:12][CH:11]=2)=[O:9])[C:3]1=[O:20] |f:2.3.4|. Procedure details: 5,5-Dimethyl-3-naphthylcarbonylimidazolidine-2,4-dione (686 mg) was dissolved in DMF (5 mL), and tert-butyl bromoacetate (473 mg) was added. Potassium carbonate (352 mg) was further added, and the mixture was stirred at room temperature overnight. After water was added carefully to the reaction solution, ethyl acetate (200 mL) was added, followed by extraction. The resulting organic layer was washed with 1N hydrochloric acid, an aqueous saturated sodium bicarbonate solution and a saturated brine... The reactants are NCC(=O)NCC(=O)O (Gly-Gly-OH), S(=O)(Cl)Cl (thionyl chloride), CO (methanol). Reaction conditions: time 8 hour. Yields the product NCC(=O)NCC(=O)OC (H-Gly-Gly-OMe). RXN SMILES: [NH2:1][CH2:2][C:3]([NH:5][CH2:6][C:7]([OH:9])=[O:8])=[O:4].S(Cl)(Cl)=O.[CH3:14]O>>[NH2:1][CH2:2][C:3]([NH:5][CH2:6][C:7]([O:9][CH3:14])=[O:8])=[O:4]. Procedure: 2.5 g (19 mmoles) of Gly-Gly-OH was suspended in 25 mL of dry methanol. Two equivalents of thionyl chloride were added, and the suspension stirred to dissolution. The mixture was allowed to sit at room temperature overnight. The solvent was removed under vacuum, the residue taken up in a minimum of methanol, and anhydrous ether added to effect crystallization. Yield 3.2 g (92%). M.P. 146°-146° C. 1H-NMR (DMSO) 3.6 (s, 3H OMe), 3.8 and 3.9 (d, 2H, Gly α-H's).